From a dataset of the Open Reaction Database (ORD), a public repository of structured organic reaction records. describe an organic reaction: reactants, conditions, products, and yield As a reaction SMILES: [CH2:1]([CH3:2])[C:3]1([OH:9])[CH:4]([CH3:8])[NH:5][CH2:6][CH2:7]1.[F:10][c:11]1[cH:12][c:13]([O:19][CH3:20])[c:14]([C:15]#[N:16])[cH:17][cH:18]1.[Li+:21].[Li+:22].[O-:23][C:24](=[O:25])[O-:26]>>[CH2:1]([CH3:2])[C:3]1([OH:9])[CH:4]([CH3:8])[N:5]([c:11]2[cH:12][c:13]([O:19][CH3:20])[c:14]([C:15]#[N:16])[cH:17][cH:18]2)[CH2:6][CH2:7]1. Starting materials: CCC1(O)CCNC1C, COc1cc(F)ccc1C#N, [Li+], [Li+], O=C([O-])[O-]. Yields the product CCC1(O)CCN(c2ccc(C#N)c(OC)c2)C1C. Reactants: C1=CC(=CC=C1C(=O)N[C@@H](CCC(=O)O)C(=O)O)NCC2=CN=C3C(=C2)C(=NC(=N3)N)N (5-deazaaminopterin), C1=CC(=CC=C1C(=O)N[C@@H](CCC(=O)O)C(=O)O)NCC2=CN=C3C(=C2)C(=NC(=N3)N)N (5-deazaaminopterin), C(#N)[BH3-].[Na+] (sodium cyanoborohydride), C1=CC(=CC=C1C(=O)N[C@@H](CCC(=O)O)C(=O)O)NCC2=CN=C3C(=C2)C(=NC(=N3)N)N (5-deazaaminopterin), C=O (formaldehyde). The solvent is CS(=O)C.O (dimethyl sulfoxide water). Yields the product CN(CC1=CN=C2C(=C1)C(=NC(=N2)N)N)C3=CC=C(C=C3)C(=O)NC(CCC(=O)O)C(=O)O (5-deazamethotrexate). The yield is 85.0%. As a reaction SMILES: [CH:1]1[C:6]([C:7]([NH:9][C@H:10]([C:16]([OH:18])=[O:17])[CH2:11][CH2:12][C:13]([OH:15])=[O:14])=[O:8])=[CH:5][CH:4]=[C:3]([NH:19][CH2:20][C:21]2[CH:26]=[C:25]3[C:27]([NH2:32])=[N:28][C:29]([NH2:31])=[N:30][C:24]3=[N:23][CH:22]=2)[CH:2]=1.C=O.[C:35]([BH3-])#N.[Na+]>CS(C)=O.O>[CH3:35][N:19]([C:3]1[CH:2]=[CH:1][C:6]([C:7]([NH:9][CH:10]([C:16]([OH:18])=[O:17])[CH2:11][CH2:12][C:13]([OH:15])=[O:14])=[O:8])=[CH:5][CH:4]=1)[CH2:20][C:21]1[CH:26]=[C:25]2[C:27]([NH2:32])=[N:28][C:29]([NH2:31])=[N:30][C:24]2=[N:23][CH:22]=1 |f:2.3,4.5|. Procedure details: Reductive alkylation of diethyl p-aminobenzoyl-L-glutamate) (VI; R=H; R1 =C2H5) with III (Y=CHO) and hydrogen in 70% acetic acid containing Raney nickel gave a 32% yield of 5-deazaaminopterin diethyl ester. Saponification of the ester groups in a mixture of dimethyl sulfoxide-water at ambient temperature gave an 87% yield of 5-deazaaminopterin (II, R=H). Methylation of the latter compound was accomplished by treatment of II (R=H) with formaldehyde and sodium cyanoborohydride in aqueous solution ... Starting materials: ClCC(=O)C1=CC=C(C=C1)C1=CC=C(C=C1)SC(F)F (2-chloro-1-[4'-[(difluoromethyl)thio][1,1'-biphenyl]-4-yl]ethanone), [BH4-].[Na+] (NaBH4). Solvent: C1CCOC1 (THF). Conditions: temperature 7.5 celsius, time 1 hour. The product is ClCC(O)C1=CC=C(C=C1)C1=CC=C(C=C1)SC(F)F (α-(chloromethyl)-4'-[(difluoromethyl)thio][1,1'-biphenyl]-4-methanol). Isolated yield 79.5%. As a reaction SMILES: [Cl:1][CH2:2][C:3]([C:5]1[CH:10]=[CH:9][C:8]([C:11]2[CH:16]=[CH:15][C:14]([S:17][CH:18]([F:20])[F:19])=[CH:13][CH:12]=2)=[CH:7][CH:6]=1)=[O:4].[BH4-].[Na+]>C1COCC1>[Cl:1][CH2:2][CH:3]([C:5]1[CH:10]=[CH:9][C:8]([C:11]2[CH:16]=[CH:15][C:14]([S:17][CH:18]([F:20])[F:19])=[CH:13][CH:12]=2)=[CH:7][CH:6]=1)[OH:4] |f:1.2|. Reported procedure: A mixture of 3.0 g of 2-chloro-1-[4'-[(difluoromethyl)thio][1,1'-biphenyl]-4-yl]ethanone, 15 mL of THF, and 2 mL of pH 7 buffer was cooled to 5-10° C. 160 mg of NaBH4 was added, and stirring was continued for 1 h. The mixture was concentrated and triturated with water, filtered, and the solids were washed with hexane and dried in vacuo to afford 2.4 g (80%) of product, m.p. 66-68° C. 1H-NMR(CDCl3): δ2.82 (d, 1H, OH), 3.7 (ddd, 2H), 4.95 (m, 1H), 6.85 (t, 1H, J=60 Hz), 7.5 (d of AB q, 2H), 7.6 (m... The reactants are complex m, NC1CN(CCC1)C(=O)OC(C)(C)C (3-Amino-1-(tert-butoxycarbonyl)piperidine), C(=O)OCC (ethyl formate), 6.03, 5.77, complex m. Product: C(C)(C)(C)OC(=O)N1CC(CCC1)NC=O (1-(tert-Butoxycarbonyl)-3-(formamido)piperidine). As a reaction SMILES: [NH2:1][CH:2]1[CH2:7][CH2:6][CH2:5][N:4]([C:8]([O:10][C:11]([CH3:14])([CH3:13])[CH3:12])=[O:9])[CH2:3]1.[CH:15](OCC)=[O:16]>>[C:11]([O:10][C:8]([N:4]1[CH2:5][CH2:6][CH2:7][CH:2]([NH:1][CH:15]=[O:16])[CH2:3]1)=[O:9])([CH3:14])([CH3:13])[CH3:12]. Procedure details: The title compound of Example 4 (10.1 g, 50.5 mmol) was dissolved in ethyl formate (50 mL) and the solution was refluxed overnight when TLC (solvent system A) showed the reaction to be complete. The solvent was evaporated in vacuo and the residue was dried under high vacuum to give the product (11.5 g, quantitative) as a colorless oil: 1H-NMR (CDCl3) ∂8.16. (s, 1H), 6.03 (20%), 5.77 (80%) (br s, 1H), 4.06 (m, 1H), 3.22-3.58 (complex m, 4H), 1.20-1.89 (complex m, 4H), 1.46 (s, 9H). CIMS (MH+ calc... The reactants are O=C([O-])O, C1CCOC1, COCCOC, CC(C)[N-]C(C)C, CC(C)(O)CCc1cccs1, COB(OC)OC, Clc1ccnc(Cl)n1, [Li+], [Na+], c1ccc(P(c2ccccc2)(c2ccccc2)[Pd](P(c2ccccc2)(c2ccccc2)c2ccccc2)(P(c2ccccc2)(c2ccccc2)c2ccccc2)P(c2ccccc2)(c2ccccc2)c2ccccc2)cc1. Yields the product CC(C)(O)CCc1ccc(-c2ccnc(Cl)n2)s1. Reaction SMILES: [C:35](=[O:36])([OH:37])[O-:38].[CH2:40]1[O:41][CH2:42][CH2:43][CH2:44]1.[CH3:122][O:123][CH2:124][CH2:125][O:126][CH3:127].[CH3:13][CH:14]([N-:15][CH:16]([CH3:17])[CH3:18])[CH3:19].[CH3:1][C:2]([CH3:3])([CH2:4][CH2:5][c:6]1[s:7][cH:8][cH:9][cH:10]1)[OH:11].[CH3:20][O:21][B:22]([O:23][CH3:24])[O:25][CH3:26].[Cl:27][c:28]1[n:29][cH:30][cH:31][c:32]([Cl:34])[n:33]1.[Li+:12].[Na+:39].[cH:45]1[cH:46][cH:47][c:48]([P:49]([Pd:50]([P:51]([c:52]2[cH:53][cH:54][cH:55][cH:56][cH:57]2)([c:58]2[cH:59][cH:60][cH:61][cH:62][cH:63]2)[c:64]2[cH:65][cH:66][cH:67][cH:68][cH:69]2)([P:70]([c:71]2[cH:72][cH:73][cH:74][cH:75][cH:76]2)([c:77]2[cH:78][cH:79][cH:80][cH:81][cH:82]2)[c:83]2[cH:84][cH:85][cH:86][cH:87][cH:88]2)[P:89]([c:90]2[cH:91][cH:92][cH:93][cH:94][cH:95]2)([c:96]2[cH:97][cH:98][cH:99][cH:100][cH:101]2)[c:102]2[cH:103][cH:104][cH:105][cH:106][cH:107]2)([c:108]2[cH:109][cH:110][cH:111][cH:112][cH:113]2)[c:114]2[cH:115][cH:116][cH:117][cH:118][cH:119]2)[cH:120][cH:121]1>>[CH3:1][C:2]([CH3:3])([CH2:4][CH2:5][c:6]1[s:7][c:8](-[c:32]2[cH:31][cH:30][n:29][c:28]([Cl:27])[n:33]2)[cH:9][cH:10]1)[OH:11]. Starting materials: C(C)(C)OC(=O)N1C2=C(C(CCC1)N(C(CC(C)=O)=O)CC1=CC(=CC(=C1)C(F)(F)F)C(F)(F)F)C=CC(=C2)Cl ((+/−)-5-[(3,5-bistrifluoromethyl-benzyl)-(3-oxo-butyryl)-amino]-8-chloro-2,3,4,5-tetrahydrobenzo[b]azepine-1-carboxylic acid isopropyl ester), O=P12OP3(=O)OP(=O)(O1)OP(=O)(O2)O3 (phosphorus pentoxide), O.NN (hydrazine hydrate). Solvent: CCO (EtOH). Reaction conditions: temperature 0 celsius. The product is FC(C=1C=C(CN(C2C3=C(N(CCC2)C(=O)OC(C)C)C=C(C=C3)Cl)C3=NNC(=C3)C)C=C(C1)C(F)(F)F)(F)F ((+/−)-isopropyl 5-[(3,5-bistrifluoromethyl-benzyl)-(5-methyl-1H-pyrazol-3-yl)-amino]-8-chloro-2,3,4,5-tetrahydrobenzo[b]azepine-1-carboxylate). Isolated yield 21.2%. As a reaction SMILES: [CH:1]([O:4][C:5]([N:7]1[CH2:13][CH2:12][CH2:11][CH:10]([N:14]([CH2:21][C:22]2[CH:27]=[C:26]([C:28]([F:31])([F:30])[F:29])[CH:25]=[C:24]([C:32]([F:35])([F:34])[F:33])[CH:23]=2)[C:15](=O)[CH2:16][C:17](=O)[CH3:18])[C:9]2[CH:36]=[CH:37][C:38]([Cl:40])=[CH:39][C:8]1=2)=[O:6])([CH3:3])[CH3:2].O=P12OP3(OP(OP(O3)(O1)=O)(=O)O2)=O.O.[NH2:56][NH2:57]>CCO>[F:35][C:32]([F:34])([F:33])[C:24]1[CH:23]=[C:22]([CH:27]=[C:26]([C:28]([F:29])([F:30])[F:31])[CH:25]=1)[CH2:21][N:14]([C:15]1[CH:16]=[C:17]([CH3:18])[NH:57][N:56]=1)[CH:10]1[CH2:11][CH2:12][CH2:13][N:7]([C:5]([O:4][CH:1]([CH3:2])[CH3:3])=[O:6])[C:8]2[CH:39]=[C:38]([Cl:40])[CH:37]=[CH:36][C:9]1=2 |f:2.3|. Procedure: Add cold (ice bath) absolute EtOH (1 mL) slowly to a cooled 0° C. stirred mixture of (+/−)-5-[(3,5-bistrifluoromethyl-benzyl)-(3-oxo-butyryl)-amino]-8-chloro-2,3,4,5-tetrahydrobenzo[b]azepine-1-carboxylic acid isopropyl ester (118 mg, 0.20 mmol) and phosphorus pentoxide (511 mg, 3.6 mmol). Then, add hydrazine hydrate (0.062 mL, 2.0 mmol) dropwise while keeping the mixture cooled at 0° C. Heat at 100° C. overnight in a sealed tube. Cool down the mixture and remove the solvents under reduce pressu... Reactants: ON=CC(=O)NC1=C(C=CC=C1)[N+](=O)[O-] (2-Hydroxyimino-N-(2-nitro-phenyl)-acetamide), S(O)(O)(=O)=O (sulphuric acid). Run at time 2 hour. Product: [N+](=O)([O-])C=1C=CC=C2C(C(NC12)=O)=O (7-Nitro-1H-indole-2,3-dione). RXN SMILES: ON=[CH:3][C:4]([NH:6][C:7]1[CH:12]=[CH:11][CH:10]=[CH:9][C:8]=1[N+:13]([O-:15])=[O:14])=[O:5].S(=O)(=O)(O)[OH:17]>>[N+:13]([C:8]1[CH:9]=[CH:10][CH:11]=[C:12]2[C:7]=1[NH:6][C:4](=[O:5])[C:3]2=[O:17])([O-:15])=[O:14]. Procedure details: 2-Hydroxyimino-N-(2-nitro-phenyl)-acetamide (15 g, 72 mmol) was carefully added in small portions to a stirred solution of preheated (90° C.) conc. sulphuric acid (45 mL) over a period of 30 min and the resulting mixture was stirred for another 2 h at the same temperature. It was then cooled to room temperature, poured into crushed ice, the precipitated products was collected by filtrations. The collected precipitated products were washed with water and dried in a vacuum oven to get a brick red ... Reactants: Cn1nc(-c2cc(C(=O)O)c(Cl)cc2F)c(Br)c1C(F)(F)F, [Li]CCCC, [H-], [Na+], CN(C)C=O, C1CCOC1. Product: Cn1nc(-c2cc(C(=O)O)c(Cl)cc2F)c(C=O)c1C(F)(F)F. Reaction SMILES: [Br:1][c:2]1[c:3](-[c:12]2[c:13]([F:22])[cH:14][c:15]([Cl:21])[c:16]([C:17](=[O:18])[OH:19])[cH:20]2)[n:4][n:5]([CH3:11])[c:6]1[C:7]([F:8])([F:9])[F:10].[CH2:25]([Li:26])[CH2:27][CH2:28][CH3:29].[H-:23].[Na+:24].[O:30]=[CH:31][N:32]([CH3:33])[CH3:34].[O:35]1[CH2:36][CH2:37][CH2:38][CH2:39]1>>[c:2]1([CH:31]=[O:30])[c:3](-[c:12]2[c:13]([F:22])[cH:14][c:15]([Cl:21])[c:16]([C:17](=[O:18])[OH:19])[cH:20]2)[n:4][n:5]([CH3:11])[c:6]1[C:7]([F:8])([F:9])[F:10].